This data is from the Open Reaction Database (ORD), a public repository of structured organic reaction records. The task is: describe an organic reaction: reactants, conditions, products, and yield The reactants are NC=1N=CC=2N(C(CCN(C2N1)C1CCCCC1)=O)C (2-amino-9-cyclohexyl-5-methyl-8,9-dihydro-5H-pyrimido[5,4-b][1,4]diazepin-6(7H)-one), NC=1N=CC=2N(C(CCN(C2N1)C1CCCCC1)=O)C (2-amino-9-cyclohexyl-5-methyl-8,9-dihydro-5H-pyrimido[5,4-b][1,4]diazepin-6(7H)-one), BrC1=CC(=C(C(=O)NC2CCN(CC2)C)C=C1F)Cl (4-bromo-2-chloro-5-fluoro-N-(1-methylpiperidin-4-yl)benzamide), BrC1=CC(=C(C(=O)NC2CCN(CC2)C)C=C1F)Cl (4-bromo-2-chloro-5-fluoro-N-(1-methylpiperidin-4-yl)benzamide), CC1(C2=C(C(=CC=C2)P(C3=CC=CC=C3)C4=CC=CC=C4)OC5=C(C=CC=C51)P(C6=CC=CC=C6)C7=CC=CC=C7)C (xantphos), C([O-])([O-])=O.[Cs+].[Cs+] (caesium carbonate). Reagents/catalysts: C(C)(=O)[O-].[Pd+2].C(C)(=O)[O-] (palladium(II) acetate). Solvent: O1CCOCC1 (dioxane). Conditions: temperature 103 celsius. The product is ClC1=C(C(=O)NC2CCN(CC2)C)C=C(C(=C1)NC1=NC=C2N(C(CCN(C2=N1)C1CCCCC1)=O)C)F (2-chloro-4-[(2-cyclohexyl-6-methyl-5-oxo-2,6,9,11-tetrazabicyclo[5.4.0]undeca-7,9,11-trien-10-yl)amino]-5-fluoro-N-(1-methyl-4-piperidyl)benzamide). As a reaction SMILES: [NH2:1][C:2]1[N:3]=[CH:4][C:5]2[N:6]([CH3:20])[C:7](=[O:19])[CH2:8][CH2:9][N:10]([CH:13]3[CH2:18][CH2:17][CH2:16][CH2:15][CH2:14]3)[C:11]=2[N:12]=1.Br[C:22]1[C:37]([F:38])=[CH:36][C:25]([C:26]([NH:28][CH:29]2[CH2:34][CH2:33][N:32]([CH3:35])[CH2:31][CH2:30]2)=[O:27])=[C:24]([Cl:39])[CH:23]=1.CC1(C)C2C(=C(P(C3C=CC=CC=3)C3C=CC=CC=3)C=CC=2)OC2C(P(C3C=CC=CC=3)C3C=CC=CC=3)=CC=CC1=2.C(=O)([O-])[O-].[Cs+].[Cs+]>C([O-])(=O)C.[Pd+2].C([O-])(=O)C.O1CCOCC1>[Cl:39][C:24]1[CH:23]=[C:22]([NH:1][C:2]2[N:12]=[C:11]3[C:5]([N:6]([CH3:20])[C:7](=[O:19])[CH2:8][CH2:9][N:10]3[CH:13]3[CH2:18][CH2:17][CH2:16][CH2:15][CH2:14]3)=[CH:4][N:3]=2)[C:37]([F:38])=[CH:36][C:25]=1[C:26]([NH:28][CH:29]1[CH2:34][CH2:33][N:32]([CH3:35])[CH2:31][CH2:30]1)=[O:27] |f:3.4.5,6.7.8|. Reported procedure: 2-amino-9-cyclohexyl-5-methyl-8,9-dihydro-5H-pyrimido[5,4-b][1,4]diazepin-6(7H)-one (Intermediate 263; 100 mg, 0.36 mmol), 4-bromo-2-chloro-5-fluoro-N-(1-methylpiperidin-4-yl)benzamide (Intermediate 262; 133 mg, 0.38 mmol), xantphos (12.61 mg, 0.02 mmol), palladium(II) acetate (163 mg, 0.73 mmol) and caesium carbonate (14.20 mg, 0.04 mmol) were added to dioxane (10 mL) and heated at 103° C. overnight. The resulting solution was filtered and passed through a 5 g SCX-3 column. The obtained yellow ... Starting materials: Cl.CC=1N=C(N2N=C(N=CC21)N)C2=CC=CC=C2 (5-methyl-7-phenylimidazo[5,1-f][1,2,4]triazin-2-amine hydrochloride), BrC1=CC=C(C=C1)N(C(=O)N)C (N-(4-bromophenyl)-N-methylurea), C(C)(C)(C)P(C1=C(C=CC=C1)C1=CC=CC=C1)C(C)(C)C (2-(di-t-butylphosphino)biphenyl), CC(C)([O-])C.[Na+] (sodium t-butoxide). Reagents/catalysts: C=1C=CC(=CC1)/C=C/C(=O)/C=C/C2=CC=CC=C2.C=1C=CC(=CC1)/C=C/C(=O)/C=C/C2=CC=CC=C2.C=1C=CC(=CC1)/C=C/C(=O)/C=C/C2=CC=CC=C2.[Pd].[Pd] (tris(dibenzylideneacetone)dipalladium). Run in O1CCOCC1 (dioxane). Run at temperature 160 celsius. The product is CN(C(=O)N)C1=CC=C(C=C1)NC1=NN2C(C=N1)=C(N=C2C2=CC=CC=C2)C (N-methyl-N-{4-[(5-methyl-7-phenylimidazo[5,1-f][1,2,4]triazin-2-yl)amino]phenyl}urea). Yield: 37.5%. As a reaction SMILES: Cl.[CH3:2][C:3]1[N:4]=[C:5]([C:13]2[CH:18]=[CH:17][CH:16]=[CH:15][CH:14]=2)[N:6]2[C:11]=1[CH:10]=[N:9][C:8]([NH2:12])=[N:7]2.Br[C:20]1[CH:25]=[CH:24][C:23]([N:26]([CH3:30])[C:27]([NH2:29])=[O:28])=[CH:22][CH:21]=1.C(P(C(C)(C)C)C1C=CC=CC=1C1C=CC=CC=1)(C)(C)C.CC(C)([O-])C.[Na+]>O1CCOCC1.C1C=CC(/C=C/C(/C=C/C2C=CC=CC=2)=O)=CC=1.C1C=CC(/C=C/C(/C=C/C2C=CC=CC=2)=O)=CC=1.C1C=CC(/C=C/C(/C=C/C2C=CC=CC=2)=O)=CC=1.[Pd].[Pd]>[CH3:30][N:26]([C:23]1[CH:24]=[CH:25][C:20]([NH:12][C:8]2[N:9]=[CH:10][C:11]3=[C:3]([CH3:2])[N:4]=[C:5]([C:13]4[CH:14]=[CH:15][CH:16]=[CH:17][CH:18]=4)[N:6]3[N:7]=2)=[CH:21][CH:22]=1)[C:27]([NH2:29])=[O:28] |f:0.1,4.5,7.8.9.10.11|. Reported procedure: A solution of 5-methyl-7-phenylimidazo[5,1-f][1,2,4]triazin-2-amine hydrochloride (26 mg, 0.1 mmol), N-(4-bromophenyl)-N-methylurea (27 mg, 0.12 mmol), tris(dibenzylideneacetone)dipalladium (10 mg, 0.01 mmol), 2-(di-t-butylphosphino)biphenyl (10 mg, 0.03 mmol) and sodium t-butoxide (25 mg, 0.23 mmol) in dioxane (0.80 mL) was added to a Smithcreator microwave reaction vessal. The vessal was sealed, then heated in the Smithcreator microwave at 160° C. for 20 minutes. After cooling to room temperat... Starting materials: CN1CCNCC1 (1-methylpiperazine), [BH-](OC(=O)C)(OC(=O)C)OC(=O)C.[Na+] (NaBH(OAc)3), C(=O)([O-])[O-].[K+].[K+] (K2CO3), CN1N=CC(=C1)C1=CN=C2C(=N1)N(N=N2)C[C@H]2OCCN(C2)C2=NC=C(C=N2)C=O ((S)-2-(2-((6-(1-methyl-1H-pyrazol-4-yl)-1H-[1,2,3]triazolo[4,5-b]pyrazin-1-yl)methyl)morpholino)pyrimidine-5-carboaldehyde). The solvent is CC(=O)O (AcOH), C(Cl)Cl (CH2Cl2). Conditions: time 8 hour. Yields the product CN1N=CC(=C1)C1=CN=C2C(=N1)N(N=N2)C[C@@H]2CN(CCO2)C2=NC=C(C=N2)CN2CCN(CC2)C ((S)-2-((6-(1-methyl-1H-pyrazol-4-yl)-1H-[1,2,3]triazolo[4,5-b]pyrazin-1-yl)methyl)-4-(5-((4-methylpiperazin-1-yl)methyl)pyrimidin-2-yl)morpholine). Yield: 87.1%. RXN SMILES: [CH3:1][N:2]1[CH:6]=[C:5]([C:7]2[N:12]=[C:11]3[N:13]([CH2:16][C@@H:17]4[CH2:22][N:21]([C:23]5[N:28]=[CH:27][C:26]([CH:29]=O)=[CH:25][N:24]=5)[CH2:20][CH2:19][O:18]4)[N:14]=[N:15][C:10]3=[N:9][CH:8]=2)[CH:4]=[N:3]1.[CH3:31][N:32]1[CH2:37][CH2:36][NH:35][CH2:34][CH2:33]1.[BH-](OC(C)=O)(OC(C)=O)OC(C)=O.[Na+].C([O-])([O-])=O.[K+].[K+]>C(Cl)Cl.CC(O)=O>[CH3:1][N:2]1[CH:6]=[C:5]([C:7]2[N:12]=[C:11]3[N:13]([CH2:16][C@H:17]4[O:18][CH2:19][CH2:20][N:21]([C:23]5[N:24]=[CH:25][C:26]([CH2:29][N:35]6[CH2:36][CH2:37][N:32]([CH3:31])[CH2:33][CH2:34]6)=[CH:27][N:28]=5)[CH2:22]4)[N:14]=[N:15][C:10]3=[N:9][CH:8]=2)[CH:4]=[N:3]1 |f:2.3,4.5.6|. Procedure: (S)-2-(2-((6-(1-methyl-1H-pyrazol-4-yl)-1H-[1,2,3]triazolo[4,5-b]pyrazin-1-yl)methyl)morpholino)pyrimidine-5-carboaldehyde 16 mg(0.033 mmol) was dissolved in CH2Cl2 2 ml, and 1-methylpiperazine 7.4 μl (0.066 mmol), AcOH 2.3 μl, and NaBH(OAc)3 11 mg (0.05 mmol) were added, followed by stirring at room temperature overnight. After the completion of the reaction, the reaction mixture was adjusted to pH 8 with aq. K2CO3 (5%), and extracted with H2O, EA, and brine, followed by drying (Na2SO4), filtra... Reactants: CC#N, FC(F)(F)c1cccc(N2CCN(CCCCl)CC2)c1, Cl, [I-], [K+], [K+], [Na], [OH-], O=c1[nH]nc2ccccn12. The product is O=c1n(CCCN2CCN(c3cccc(C(F)(F)F)c3)CC2)nc2ccccn12. As a reaction SMILES: [CH3:37][C:38]#[N:39].[Cl:2][CH2:3][CH2:4][CH2:5][N:6]1[CH2:7][CH2:8][N:9]([c:12]2[cH:13][c:14]([C:18]([F:19])([F:20])[F:21])[cH:15][cH:16][cH:17]2)[CH2:10][CH2:11]1.[ClH:1].[I-:34].[K+:33].[K+:36].[Na:22].[OH-:35].[n:23]1[nH:24][c:25](=[O:32])[n:26]2[c:27]1[cH:28][cH:29][cH:30][cH:31]2>>[CH2:3]([CH2:4][CH2:5][N:6]1[CH2:7][CH2:8][N:9]([c:12]2[cH:13][c:14]([C:18]([F:19])([F:20])[F:21])[cH:15][cH:16][cH:17]2)[CH2:10][CH2:11]1)[n:24]1[n:23][c:27]2[n:26]([c:25]1=[O:32])[cH:31][cH:30][cH:29][cH:28]2. Reactants: CCCCCCCCCCCCCCCC(=O)NC1=NC(=O)N(C=C1)[C@H]2[C@H]([C@@H]([C@H](O2)CO)O)C#N (CYC682), [C@@H]1([C@H](O)[C@H](O)[C@@H](CO)O1)N1C(=O)N=C(N)C=C1 (cytidine), C(CCCCCCCCCCCCCCC)(=O)OC(CCCCCCCCCCCCCCC)=O (palmitic anhydride). Solvent: CN(C)C=O (DMF). Yields the product C(CCCCCCCCCCCCCCC)(=O)NC1=NC(N([C@H]2[C@H](O)[C@H](O)[C@@H](CO)O2)C=C1)=O (N4-palmitoylcytidine). As a reaction SMILES: [CH3:1][CH2:2][CH2:3][CH2:4][CH2:5][CH2:6][CH2:7][CH2:8][CH2:9][CH2:10][CH2:11][CH2:12][CH2:13][CH2:14][CH2:15][C:16]([NH:18][C:19]1[CH:25]=[CH:24][N:23]([C@@H:26]2[O:30][C@H:29]([CH2:31][OH:32])[C@@H:28]([OH:33])[C@@H:27]2C#N)[C:21](=[O:22])[N:20]=1)=[O:17].[C@@H]1(N2C=CC(N)=NC2=O)O[C@H](CO)[C@@H](O)[C@H]1[OH:38].C(OC(=O)CCCCCCCCCCCCCCC)(=O)CCCCCCCCCCCCCCC>CN(C=O)C>[C:16]([NH:18][C:19]1[CH:25]=[CH:24][N:23]([C@@H:26]2[O:30][C@H:29]([CH2:31][OH:32])[C@@H:28]([OH:33])[C@H:27]2[OH:38])[C:21](=[O:22])[N:20]=1)(=[O:17])[CH2:15][CH2:14][CH2:13][CH2:12][CH2:11][CH2:10][CH2:9][CH2:8][CH2:7][CH2:6][CH2:5][CH2:4][CH2:3][CH2:2][CH3:1]. Reported procedure: The preparation of CYC682 described in EP 536936 (see Scheme 1 below) involves reacting cytidine [1] with palmitic anhydride in DMF to form N4-palmitoylcytidine [2] and subsequently protecting with 1,3-dichloro-1,1,4,4-tetraisopropyldisiloxane (CIPS) to form intermediate [3]. Oxidation of [3] with pyridinium dichromate/acetic anhydride in dichloromethane produces intermediate ketone [4], which is then reacted with sodium cyanide and sodium dihydrogen phosphate dihydrate in ethyl acetate to form ... The reactants are [N+](=O)([O-])C1=CC=C(C=N1)OC1=CC(=NC=C1)C1=CN=CO1 (5-(4-((6-nitropyridin-3-yl)oxy)pyridin-2-yl)oxazole). Reagents/catalysts: [Pd] (Pd/C). The solvent is CO (MeOH). Product: O1C=NC=C1C1=NC=CC(=C1)OC=1C=CC(=NC1)N (5-((2-(oxazol-5-yl)pyridin-4-yl)oxy)pyridin-2-amine). Yield: 88.6%. As a reaction SMILES: [N+:1]([C:4]1[N:9]=[CH:8][C:7]([O:10][C:11]2[CH:16]=[CH:15][N:14]=[C:13]([C:17]3[O:21][CH:20]=[N:19][CH:18]=3)[CH:12]=2)=[CH:6][CH:5]=1)([O-])=O>CO.[Pd]>[O:21]1[C:17]([C:13]2[CH:12]=[C:11]([O:10][C:7]3[CH:6]=[CH:5][C:4]([NH2:1])=[N:9][CH:8]=3)[CH:16]=[CH:15][N:14]=2)=[CH:18][N:19]=[CH:20]1. Procedure: A solution of 5-(4-((6-nitropyridin-3-yl)oxy)pyridin-2-yl)oxazole (0.092 g, 0.324 mmol) in MeOH (10 mL) was treated with 10% Pd/C (50% wet, 0.034 g, 0.032 mmol) and hydrogenated (1 atm) for 5 h. The solid was removed via filtration through diatomaceous earth and the filtrate concentrated to dryness to afford 5-((2-(oxazol-5-yl)pyridin-4-yl)oxy)pyridin-2-amine (73 mg, 89%). 1H NMR (400 MHz, DMSO-d6): δ 8.47 (s, 1H), 8.46 (d, J=5.7 Hz, 1H), 7.84 (d, J=2.9 Hz, 1H), 7.76 (s, 1H), 7.32 (dd, J=8.9, 3.... The reactants are FC(S(=O)(=O)OS(=O)(=O)C(F)(F)F)(F)F (trifluoromethanesulfonic anhydride), FC(CO)(C(F)(F)F)F (2,2,3,3,3-pentafluoropropanol). Reaction conditions: temperature 90 celsius. The product is FC(S(=O)(=O)OCC(C(F)(F)F)(F)F)(F)F (2,2,3,3,3-Pentafluoropropyl trifluoromethanesulfonate). The yield is 97.0%. As a reaction SMILES: FC(F)(F)S([O:6][S:7]([C:10]([F:13])([F:12])[F:11])(=[O:9])=[O:8])(=O)=O.[F:16][C:17]([F:24])([C:20]([F:23])([F:22])[F:21])[CH2:18]O>>[F:13][C:10]([F:11])([F:12])[S:7]([O:6][CH2:18][C:17]([F:24])([F:16])[C:20]([F:23])([F:22])[F:21])(=[O:8])=[O:9]. Procedure details: A mixture of trifluoromethanesulfonic anhydride (40 mL, 0.24 mol) and 2,2,3,3,3-pentafluoropropanol (25 mL, 0.24 mol) was heated under argon at 90° C. overnight. Then, the crude mixture was distilled at atmospheric pressure to give the desired product as a colourless oil (97% yield).